From a dataset of the Open Reaction Database (ORD), a public repository of structured organic reaction records. describe an organic reaction: reactants, conditions, products, and yield The reactants are [Al+3], [Al+3], CCC1Oc2cccc3nc4c(c(c23)N(Cc2ccccc2)C1=O)CCCC4, [Cl-], [Cl-], [Cl-], [H-], [H-], [H-], [H-], [Li+], C1CCOC1. The product is CCC1CN(Cc2ccccc2)c2c3c(nc4cccc(c24)O1)CCCC3. RXN SMILES: [Al+3:2].[Al+3:8].[CH2:11]([c:12]1[cH:13][cH:14][cH:15][cH:16][cH:17]1)[N:18]1[C:19](=[O:38])[CH:20]([CH2:36][CH3:37])[O:21][c:22]2[c:23]3[c:24]1[c:25]1[c:30]([n:31][c:32]3[cH:33][cH:34][cH:35]2)[CH2:29][CH2:28][CH2:27][CH2:26]1.[Cl-:10].[Cl-:7].[Cl-:9].[H-:1].[H-:4].[H-:5].[H-:6].[Li+:3].[O:39]1[CH2:40][CH2:41][CH2:42][CH2:43]1>>[CH2:11]([c:12]1[cH:13][cH:14][cH:15][cH:16][cH:17]1)[N:18]1[CH2:19][CH:20]([CH2:36][CH3:37])[O:21][c:22]2[c:23]3[c:24]1[c:25]1[c:30]([n:31][c:32]3[cH:33][cH:34][cH:35]2)[CH2:29][CH2:28][CH2:27][CH2:26]1. The reactants are CCCCc1ccc(C#Cc2ccc(CN(Cc3ccc(OCC(=O)OC)cc3)C(=O)CC#N)cc2)cc1, [Na+], CN(C)C=O, [OH-]. Yields the product CCCCc1ccc(C#Cc2ccc(CN(Cc3ccc(OCC(=O)O)cc3)C(=O)CC#N)cc2)cc1. RXN SMILES: [CH2:1]([CH2:2][CH2:3][CH3:4])[c:5]1[cH:6][cH:7][c:8]([C:11]#[C:12][c:13]2[cH:14][cH:15][c:16]([CH2:17][N:18]([C:19]([CH2:20][C:21]#[N:22])=[O:23])[CH2:24][c:25]3[cH:26][cH:27][c:28]([O:29][CH2:30][C:31](=[O:32])[O:33][CH3:34])[cH:35][cH:36]3)[cH:37][cH:38]2)[cH:9][cH:10]1.[Na+:40].[O:41]=[CH:42][N:43]([CH3:44])[CH3:45].[OH-:39]>>[CH2:1]([CH2:2][CH2:3][CH3:4])[c:5]1[cH:6][cH:7][c:8]([C:11]#[C:12][c:13]2[cH:14][cH:15][c:16]([CH2:17][N:18]([C:19]([CH2:20][C:21]#[N:22])=[O:23])[CH2:24][c:25]3[cH:26][cH:27][c:28]([O:29][CH2:30][C:31](=[O:32])[OH:33])[cH:35][cH:36]3)[cH:37][cH:38]2)[cH:9][cH:10]1. Reactants: CCOCC, CC(=O)O, CCOC(C)=O, [N-]=C=O, CC(C)C(NC(=O)Cn1c(-c2ccc(F)cc2)ncc(N)c1=O)C(=O)C(F)(F)F, [Na+], C1CCOC1, O. Yields the product CC(C)C(NC(=O)Cn1c(-c2ccc(F)cc2)ncc(NC(N)=O)c1=O)C(=O)C(F)(F)F. As a reaction SMILES: [CH3:34][CH2:35][O:36][CH2:37][CH3:38].[CH3:45][C:46](=[O:47])[OH:48].[CH3:49][CH2:50][O:51][C:52](=[O:53])[CH3:54].[N-:30]=[C:31]=[O:32].[NH2:1][c:2]1[cH:3][n:4][c:5](-[c:23]2[cH:24][cH:25][c:26]([F:29])[cH:27][cH:28]2)[n:6]([CH2:9][C:10](=[O:11])[NH:12][CH:13]([C:14]([C:15]([F:16])([F:17])[F:18])=[O:19])[CH:20]([CH3:21])[CH3:22])[c:7]1=[O:8].[Na+:33].[O:40]1[CH2:41][CH2:42][CH2:43][CH2:44]1.[OH2:39]>>[NH:1]([c:2]1[cH:3][n:4][c:5](-[c:23]2[cH:24][cH:25][c:26]([F:29])[cH:27][cH:28]2)[n:6]([CH2:9][C:10](=[O:11])[NH:12][CH:13]([C:14]([C:15]([F:16])([F:17])[F:18])=[O:19])[CH:20]([CH3:21])[CH3:22])[c:7]1=[O:8])[C:31]([NH2:30])=[O:32]. Reactants: COC(=O)[C@@H]1CC[C@H](CC1)OC1=NC(=NC(=C1)C)C (trans-4-(2,6-dimethyl-pyrimidin-4-yloxy)-cyclohexanecarboxylic acid methyl ester), O.NN (hydrazine hydrate). The solvent is C(CCC)O (n-butanol). The product is CC1=NC(=CC(=N1)O[C@@H]1CC[C@H](CC1)C(=O)NN)C (trans-4-(2,6-Dimethyl-pyrimidin-4-yloxy)-cyclohexanecarboxylic acid hydrazide). The yield is 94.6%. As a reaction SMILES: C[O:2][C:3]([C@H:5]1[CH2:10][CH2:9][C@H:8]([O:11][C:12]2[CH:17]=[C:16]([CH3:18])[N:15]=[C:14]([CH3:19])[N:13]=2)[CH2:7][CH2:6]1)=O.O.[NH2:21][NH2:22]>C(O)CCC>[CH3:19][C:14]1[N:13]=[C:12]([O:11][C@H:8]2[CH2:9][CH2:10][C@H:5]([C:3]([NH:21][NH2:22])=[O:2])[CH2:6][CH2:7]2)[CH:17]=[C:16]([CH3:18])[N:15]=1 |f:1.2|. Procedure details: A mixture of trans-4-(2,6-dimethyl-pyrimidin-4-yloxy)-cyclohexanecarboxylic acid methyl ester (0.20 g, 0.76 mmol) and hydrazine hydrate (0.15 ml, 3.0 mmol) in n-butanol (0.5 ml) was heated at reflux over night. The reaction mixture was evaporated and dried in high vacuo (ca. 1-2 mbar) to give the crude title compound (0.19 g, 95%) as white solid, which was used in the next step without further purification. MS m/e: 265 (M+H+) Conditions: time 2.5 hour. The product is C(C)(C)(C)OC(=O)N1CC(N(CC1)S(=O)(=O)C)CO (3-hydroxymethyl-4-methanesulfonyl-piperazine-1-carboxylic acid tert-butyl ester). Run in C1CCOC1 (THF), C1CCOC1 (THF). Reactants: COC(=O)C1CN(CCN1S(=O)(=O)C)C(=O)OC(C)(C)C (4-methanesulfonyl-piperazine-1,3-dicarboxylic acid 1-tert-butyl ester 3-methyl ester), [H-].[Al+3].[Li+].[H-].[H-].[H-] (lithium aluminium hydride), [Cl-].[NH4+] (ammonium chloride). Isolated yield 38.7%. As a reaction SMILES: [H-].[Al+3].[Li+].[H-].[H-].[H-].C[O:8][C:9]([CH:11]1[N:16]([S:17]([CH3:20])(=[O:19])=[O:18])[CH2:15][CH2:14][N:13]([C:21]([O:23][C:24]([CH3:27])([CH3:26])[CH3:25])=[O:22])[CH2:12]1)=O.[Cl-].[NH4+]>C1COCC1>[C:24]([O:23][C:21]([N:13]1[CH2:14][CH2:15][N:16]([S:17]([CH3:20])(=[O:19])=[O:18])[CH:11]([CH2:9][OH:8])[CH2:12]1)=[O:22])([CH3:27])([CH3:26])[CH3:25] |f:0.1.2.3.4.5,7.8|. Reported procedure: To a suspension of lithium aluminium hydride (0.75 g) in THF (30 mL) was added a solution of 4-methanesulfonyl-piperazine-1,3-dicarboxylic acid 1-tert-butyl ester 3-methyl ester (3.2 g) in THF (20 mL) at 0° C. The reaction mixture was subsequently warmed to room temperature. After stirring for 2.5 h, ammonium chloride solution (5 mL) was added to the reaction mixture, which was then filtered through celite, washed with brine, dried (MgSO4) and the solvent removed in vacuo. The residue was purifi... Starting materials: ( 1 ), C[O-].[Na+] (sodium methanolate), FC1=C(C(=CC(=C1)[N+](=O)[O-])F)N1N=C(N=C1)C (1-(2,6-difluoro-4-nitrophenyl)-3-methyl-1H-1,2,4-triazole). Solvent: C1CCOC1 (THF). Conditions: time 2 hour. The product is FC1=C(C(=CC(=C1)[N+](=O)[O-])OC)N1N=C(N=C1)C (1-(2-fluoro-6-methoxy-4-nitrophenyl)-3-methyl-1H-1,2,4-triazole). Yield: 82.0%. Reaction SMILES: [CH3:1][O-:2].[Na+].[F:4][C:5]1[CH:10]=[C:9]([N+:11]([O-:13])=[O:12])[CH:8]=[C:7](F)[C:6]=1[N:15]1[CH:19]=[N:18][C:17]([CH3:20])=[N:16]1>C1COCC1>[F:4][C:5]1[CH:10]=[C:9]([N+:11]([O-:13])=[O:12])[CH:8]=[C:7]([O:2][CH3:1])[C:6]=1[N:15]1[CH:19]=[N:18][C:17]([CH3:20])=[N:16]1 |f:0.1|. Reported procedure: Step S (1): A solution of sodium methanolate (0.5 M in methanol, 17.5 mL, 8.74 mmol) was added to a round bottom flask charged with a solution of 1-(2,6-difluoro-4-nitrophenyl)-3-methyl-1H-1,2,4-triazole (2.1 g, 8.74 mmol, from preparation R, step R(1) in THF (25 mL). A slight pink color resulted. After 2 h, the reaction mixture was concentrated under reduced pressure. The white solid residue was triturated with ˜50 mL of 1 N HCl. The solid was collected by vacuum filtration and dried under high... The reactants are C(C(C)(C)C)N(C(N[C@@H]1[C@H](CCCC1)O)=O)CCCCCCCCC ((1S,2S)-2-(3-neopentyl-3-nonylureido)cyclohexanol), C(C(C)(C)C)NCCCCCCCCC (neopentylnonylamine), C(C1=CC=CC=C1)CCCCCCCCCCN (benzyldecylamine). Yields the product C(C1=CC=CC=C1)N(C(N[C@@H]1[C@H](CCCC1)O)=O)CCCCCCCCCC ((1S,2S)-2-(3-benzyl-3-decylureido)cyclohexanol). The yield is 85.0%. As a reaction SMILES: [CH2:1]([N:6]([CH2:17][CH2:18][CH2:19][CH2:20][CH2:21][CH2:22][CH2:23][CH2:24][CH3:25])[C:7](=[O:16])[NH:8][C@H:9]1[CH2:14][CH2:13][CH2:12][CH2:11][C@@H:10]1[OH:15])[C:2]([CH3:5])([CH3:4])C.[CH2:26](NCCCCCCCCC)[C:27](C)(C)[CH3:28].[CH2:41](CCCCCCCCCCN)C1C=CC=CC=1>>[CH2:1]([N:6]([CH2:17][CH2:18][CH2:19][CH2:20][CH2:21][CH2:22][CH2:23][CH2:24][CH2:25][CH3:41])[C:7](=[O:16])[NH:8][C@H:9]1[CH2:14][CH2:13][CH2:12][CH2:11][C@@H:10]1[OH:15])[C:2]1[CH:4]=[CH:28][CH:27]=[CH:26][CH:5]=1. Reported procedure: The same procedure for preparing (1S,2S)-2-(3-neopentyl-3-nonylureido)cyclohexanol as in Example 3 was repeated except that the neopentylnonylamine employed in Example 3 was replaced by benzyldecylamine, whereby (1S,2S)-2-(3-benzyl-3-decylureido)cyclohexanol was obtained in a yield of 85%. Starting materials: [BH4-].[Na+] (sodium borohydride), O=CCC[C@@H]1CC[C@H](CC1)C1=CC=C(C=C1)C1=CC=C(C=C1)C#N (trans-4′-[4-(3-oxo-propyl)-cyclohexyl]-biphenyl-4-carbonitrile), [BH4-].[Na+] (sodium borohydride). Run in CO.CCOCC (methanol ether), CO.CCOCC (methanol ether). Yields the product OCCC[C@@H]1CC[C@H](CC1)C1=CC=C(C=C1)C1=CC=C(C=C1)C#N (trans-4′-[4-(3-hydroxy-propyl)-cyclohexyl]-biphenyl-4-carbonitrile). Isolated yield 95.2%. As a reaction SMILES: [O:1]=[CH:2][CH2:3][CH2:4][C@H:5]1[CH2:10][CH2:9][C@H:8]([C:11]2[CH:16]=[CH:15][C:14]([C:17]3[CH:22]=[CH:21][C:20]([C:23]#[N:24])=[CH:19][CH:18]=3)=[CH:13][CH:12]=2)[CH2:7][CH2:6]1.[BH4-].[Na+]>CO.CCOCC>[OH:1][CH2:2][CH2:3][CH2:4][C@H:5]1[CH2:6][CH2:7][C@H:8]([C:11]2[CH:16]=[CH:15][C:14]([C:17]3[CH:18]=[CH:19][C:20]([C:23]#[N:24])=[CH:21][CH:22]=3)=[CH:13][CH:12]=2)[CH2:9][CH2:10]1 |f:1.2,3.4|. Procedure details: A solution of 12 g of trans-4′-[4-(3-oxo-propyl)-cyclohexyl]-biphenyl-4-carbonitrile (preparation: Mol. Cryst. Liq. Cryst. 1985, Vol. 131, 327) in 100 ml methanol/ether (9:1) was added dropwise at 0° C. within 5 minutes to a suspension of 1.39 g of sodium borohydride in 30 ml of methanol/ether (9:1). After 45 minutes a further 1 g of sodium borohydride was added. After a further hour the reaction was interrupted and the mixture was partitioned between methylene chloride and 1N hydrochloric acid.... Reactants: N1CCCC1 (pyrrolidine), CS(=O)(=O)OCCN1C=CC2=CC(=CC=C12)C#CC1=NC=C(C=C1)C1=CC=C(C=C1)Cl (2-{5-[5-(4-chloro-phenyl)-pyridin-2-ylethynyl]-indol-1-yl}-ethyl methanesulphonate). Run in CN(C)C=O (DMF). Procedure: 1.1 mL (13.3 mmol) pyrrolidine are added to a solution of 600 mg (1.33 mmol) 2-{5-[5-(4-chloro-phenyl)-pyridin-2-ylethynyl]-indol-1-yl}-ethyl methanesulphonate in 12 mL DMF and the reaction mixture is stirred for 24 h at RT. The mixture is evaporated down i. vac., the residue is taken up in a little DCM and the product is purified by chromatography (silica gel, cyc/EtOAc 2:1) As a reaction SMILES: [NH:1]1[CH2:5][CH2:4][CH2:3][CH2:2]1.CS(O[CH2:11][CH2:12][N:13]1[C:21]2[C:16](=[CH:17][C:18]([C:22]#[C:23][C:24]3[CH:29]=[CH:28][C:27]([C:30]4[CH:35]=[CH:34][C:33]([Cl:36])=[CH:32][CH:31]=4)=[CH:26][N:25]=3)=[CH:19][CH:20]=2)[CH:15]=[CH:14]1)(=O)=O>CN(C=O)C>[Cl:36][C:33]1[CH:34]=[CH:35][C:30]([C:27]2[CH:28]=[CH:29][C:24]([C:23]#[C:22][C:18]3[CH:17]=[C:16]4[C:21](=[CH:20][CH:19]=3)[N:13]([CH2:12][CH2:11][N:1]3[CH2:5][CH2:4][CH2:3][CH2:2]3)[CH:14]=[CH:15]4)=[N:25][CH:26]=2)=[CH:31][CH:32]=1. Run at time 24 hour. Yields the product ClC1=CC=C(C=C1)C=1C=CC(=NC1)C#CC=1C=C2C=CN(C2=CC1)CCN1CCCC1 (5-[5-(4-chloro-phenyl)-pyridin-2-ylethynyl]-1-(2-pyrrolidin-1-yl-ethyl)-1H-indole). The reactants are FC1=CC=C(CC=2N=C(C3=C(CCN(CC3)C(=O)OC(C)(C)C)N2)OS(=O)(=O)C(F)(F)F)C=C1 (Tert-butyl 2-(4-fluorobenzyl)-4-[(trifluoromethylsulfonyl)oxy]-5,6,8,9-tetrahydro-7H-pyrimido[4,5,d]azepine-7-carboxylate), CN (methylamine), C1CCOC1 (THF). As a reaction SMILES: [F:1][C:2]1[CH:34]=[CH:33][C:5]([CH2:6][C:7]2[N:8]=[C:9](OS(C(F)(F)F)(=O)=O)[C:10]3[CH2:16][CH2:15][N:14]([C:17]([O:19][C:20]([CH3:23])([CH3:22])[CH3:21])=[O:18])[CH2:13][CH2:12][C:11]=3[N:24]=2)=[CH:4][CH:3]=1.[CH3:35][NH2:36].C1COCC1>CC(N(C)C)=O>[F:1][C:2]1[CH:3]=[CH:4][C:5]([CH2:6][C:7]2[N:8]=[C:9]([NH:36][CH3:35])[C:10]3[CH2:16][CH2:15][N:14]([C:17]([O:19][C:20]([CH3:23])([CH3:22])[CH3:21])=[O:18])[CH2:13][CH2:12][C:11]=3[N:24]=2)=[CH:33][CH:34]=1. Procedure: To a solution of the triflate from Step C (90.0 mg, 0.18 mmol) in DMA (2 mL) was added methylamine solution in THF (0.45 mL, 2.0M, 0.89 mmol) and the reaction was stirred for 48 h. The reaction mixture was concentrated in vacuo and the material was used without further purification. A quantitative yield was assumed. LRMS ES+ and AP+ m/z 387 [MH]+. The product is FC1=CC=C(CC=2N=C(C3=C(CCN(CC3)C(=O)OC(C)(C)C)N2)NC)C=C1 (Tert-butyl 2-(4-fluorobenzyl)-4-(methylamino)-5,6,8,9-tetrahydro-7H-pyrimido[4,5,d]azepine-7-carboxylate). Run in CC(=O)N(C)C (DMA). Run at time 48 hour.